This data is from the Open Reaction Database (ORD), a public repository of structured organic reaction records. The task is: describe an organic reaction: reactants, conditions, products, and yield The reactants are CN(C)C=O, N#Cc1cc(C(F)(F)F)ccc1Oc1ccc([N+](=O)[O-])c(C(=O)Cl)c1, O=C1NC(=O)c2ccccc21, O. Product: N#Cc1cc(C(F)(F)F)ccc1Oc1ccc([N+](=O)[O-])c(C(=O)N2C(=O)c3ccccc3C2=O)c1. As a reaction SMILES: [CH3:38][N:39]([CH3:40])[CH:41]=[O:42].[N+:12](=[O:13])([O-:14])[c:15]1[c:16]([C:17](=[O:18])[Cl:19])[cH:20][c:21]([O:24][c:25]2[c:26]([C:35]#[N:36])[cH:27][c:28]([C:31]([F:32])([F:33])[F:34])[cH:29][cH:30]2)[cH:22][cH:23]1.[O:1]=[C:2]1[NH:3][C:4](=[O:5])[c:6]2[cH:7][cH:8][cH:9][cH:10][c:11]21.[OH2:37]>>[O:1]=[C:2]1[N:3]([C:17]([c:16]2[c:15]([N+:12](=[O:13])[O-:14])[cH:23][cH:22][c:21]([O:24][c:25]3[c:26]([C:35]#[N:36])[cH:27][c:28]([C:31]([F:32])([F:33])[F:34])[cH:29][cH:30]3)[cH:20]2)=[O:18])[C:4](=[O:5])[c:6]2[cH:7][cH:8][cH:9][cH:10][c:11]21. Reactants: Cl.CC1=C(C=NN1C1=NC=CC=N1)C(CCN1CC2=CC=CC=C2CC1)=O (1-[5-Methyl-1-(2-pyrimidinyl)-4-pyrazolyl]-3-(1,2,3,4-tetrahydroisoquinolin-2-yl)-1-propanone hydrochloride), Cl.FC(C=1C=C(C=CC1)N1CCNCC1)(F)F (1-(3-trifluoromethylphenyl)piperazine hydrochloride), Cl.CC1=C(C=NN1C1=NC=CC=N1)\C=C\CN1CC2=CC=CC=C2CC1 (1-[5-Methyl-1-(2-pyrimidinyl)-4-pyrazolyl]-3-(1,2,3,4-tetrahydroisoquinolin-2-yl)-1-trans-propene hydrochloride), Example 6 ( 1 ). Product: Cl.CC1=C(C=NN1C1=NC=CC=N1)\C=C\CN1CCN(CC1)C1=CC(=CC=C1)C(F)(F)F (1-[5-Methyl-1-(2-pyrimidinyl)-4-pyrazolyl]-3-[4-(3-trifluoromethylphenyl)-1-piperazinyl]-1-trans-propene hydrochloride). As a reaction SMILES: [ClH:1].[CH3:2][C:3]1[N:7]([C:8]2[N:13]=[CH:12][CH:11]=[CH:10][N:9]=2)[N:6]=[CH:5][C:4]=1[C:14](=O)[CH2:15][CH2:16][N:17]1[CH2:26][CH2:25]C2[C:19](=CC=CC=2)[CH2:18]1.Cl.CC1N(C2N=CC=CN=2)N=CC=1/C=C/CN1CCC2C(=CC=CC=2)C1.Cl.[F:55][C:56]([F:70])([F:69])[C:57]1[CH:58]=[C:59]([N:63]2CCNCC2)[CH:60]=[CH:61][CH:62]=1>>[ClH:1].[CH3:2][C:3]1[N:7]([C:8]2[N:9]=[CH:10][CH:11]=[CH:12][N:13]=2)[N:6]=[CH:5][C:4]=1/[CH:14]=[CH:15]/[CH2:16][N:17]1[CH2:18][CH2:19][N:63]([C:59]2[CH:60]=[CH:61][CH:62]=[C:57]([C:56]([F:55])([F:69])[F:70])[CH:58]=2)[CH2:25][CH2:26]1 |f:0.1,2.3,4.5,6.7|. Procedure: The procedures of Example 6 (1) and (2) were repeated but substituting the 1,2,3,4-tetrahydroisoquinoline hydrochloride employed in Example 6 (1) by 730 mg of 1-(3-trifluoromethylphenyl)piperazine hydrochloride. After the completion of the post treatment, 75 mg of the title compound was obtained. Reported procedure: A mixture of 99.7 g (0.85 mol) of ethyl oxamate and 552 g (4.23 mol) of chlorocarbonylsulfenyl chloride, prepared in accordance with British Pat. No. 1,079,348, in toluene was held at reflux for 5.25 hours and then was concentrated under vacuum. Benzene was added to the residue, and the solution was extracted twice with water, twice with 5% NaHCO3, again with water, and was dried (CaSO4) and concentrated under vacuum. The residual oil was filtered to remove sulfur and was crystallized twice from... The reactants are C(C(=O)N)(=O)OCC (ethyl oxamate), ClC(=O)SCl (chlorocarbonylsulfenyl chloride). RXN SMILES: [C:1]([O:6][CH2:7][CH3:8])(=[O:5])[C:2]([NH2:4])=[O:3].Cl[C:10]([S:12]Cl)=[O:11]>C1(C)C=CC=CC=1>[O:11]=[C:10]1[S:12][N:4]=[C:2]([C:1]([O:6][CH2:7][CH3:8])=[O:5])[O:3]1. Isolated yield 64.2%. Solvent: C1(=CC=CC=C1)C (toluene). The product is O=C1OC(=NS1)C(=O)OCC (Ethyl 2-Oxo-1,3,4-Oxathiazole-5-Carboxylate). The reactants are NC1=CC=C(C=N1)C1=CC(=C(C(=C1)F)C(C(=O)O)OCC)F ((RS)-[4-(6-amino-pyridin-3-yl)-2,6-difluoro-phenyl]-ethoxy-acetic acid), intermediate, Cl.NCC1=C(C=C(C#N)C=C1F)F (4-aminomethyl-3,5-difluoro-benzonitrile hydrochloride). Product: NC1=CC=C(C=N1)C1=CC(=C(C(=C1)F)C(C(=O)NCC1=C(C=C(C=C1F)C#N)F)OCC)F ((RS)-2-[4-(6-amino-pyridin-3-yl)-2,6-difluoro-phenyl]-N-(4-cyano-2,6-difluoro-benzyl)-2-ethoxy-acetamide). Reaction SMILES: [NH2:1][C:2]1[N:7]=[CH:6][C:5]([C:8]2[CH:13]=[C:12]([F:14])[C:11]([CH:15]([O:19][CH2:20][CH3:21])[C:16]([OH:18])=O)=[C:10]([F:22])[CH:9]=2)=[CH:4][CH:3]=1.Cl.[NH2:24][CH2:25][C:26]1[C:33]([F:34])=[CH:32][C:29]([C:30]#[N:31])=[CH:28][C:27]=1[F:35]>>[NH2:1][C:2]1[N:7]=[CH:6][C:5]([C:8]2[CH:9]=[C:10]([F:22])[C:11]([CH:15]([O:19][CH2:20][CH3:21])[C:16]([NH:24][CH2:25][C:26]3[C:27]([F:35])=[CH:28][C:29]([C:30]#[N:31])=[CH:32][C:33]=3[F:34])=[O:18])=[C:12]([F:14])[CH:13]=2)=[CH:4][CH:3]=1 |f:1.2|. Procedure details: According to general procedure C, (RS)-[4-(6-amino-pyridin-3-yl)-2,6-difluoro-phenyl]-ethoxy-acetic acid (intermediate from example 334.4, contains 2 equivalent of NaCl) was reacted with 4-aminomethyl-3,5-difluoro-benzonitrile hydrochloride (example 318.1) to give (RS)-2-[4-(6-amino-pyridin-3-yl)-2,6-difluoro-phenyl]-N-(4-cyano-2,6-difluoro-benzyl)-2-ethoxy-acetamide as off-white solid. MS 459.6 ([M+H]+) Starting materials: C(CCCCCCCCCCCCCCCCC)OC1=C(C2=CC=CC=C2C=C1)O (2-octadecyloxy-1-naphthol), C(C)(=O)[O-].C(C)(=O)[O-].C(C)(=O)[O-].C(C)(=O)[O-].[Pb+4] (lead tetraacetate), C(C)(=O)O (acetic acid), C(C)(=O)OC(C)=O (acetic anhydride), C(C)(=O)[O-].C(C)(=O)[O-].C(C)(=O)[O-].C(C)(=O)[O-].[Pb+4] (lead tetraacetate). Run in O (water), C1(=CC=CC=C1)C.CCCC(C)C (Toluol isohexane), C1(=CC=CC=C1)C.CCCC(C)C (toluol isohexane). Run at temperature 55 celsius. Product: C(C)(=O)OC1=C(C=CC2=CC=CC=C12)OCCCCCCCCCCCCCCCCCC (2-octadecyloxy-1-naphthol acetate). Yield: 95.1%. RXN SMILES: [CH2:1]([O:19][C:20]1[CH:29]=[CH:28][C:27]2[C:22](=[CH:23][CH:24]=[CH:25][CH:26]=2)[C:21]=1[OH:30])[CH2:2][CH2:3][CH2:4][CH2:5][CH2:6][CH2:7][CH2:8][CH2:9][CH2:10][CH2:11][CH2:12][CH2:13][CH2:14][CH2:15][CH2:16][CH2:17][CH3:18].[C:31]([O-])(=[O:33])[CH3:32].C([O-])(=O)C.C([O-])(=O)C.C([O-])(=O)C.[Pb+4].C(O)(=O)C.C(OC(=O)C)(=O)C>C1(C)C=CC=CC=1.CCCC(C)C.O>[C:31]([O:30][C:21]1[C:22]2[C:27](=[CH:26][CH:25]=[CH:24][CH:23]=2)[CH:28]=[CH:29][C:20]=1[O:19][CH2:1][CH2:2][CH2:3][CH2:4][CH2:5][CH2:6][CH2:7][CH2:8][CH2:9][CH2:10][CH2:11][CH2:12][CH2:13][CH2:14][CH2:15][CH2:16][CH2:17][CH3:18])(=[O:33])[CH3:32] |f:1.2.3.4.5,8.9|. Reported procedure: cb) 2-octadecyloxy-1-naphthol 594 g (1.5 mol) 2-octadecyloxynaphthalene and 397 g (0.75 mol) lead tetraacetate are added to a mixture of 3 l glacial acetic acid and 600 ml acetic anhydride in a 10 l three-neck flask with stirrer, Claisen attachment, thermometer and cooler with a calcium chloride tube and it is heated to 55° C. Over a period of 4 days a further 400 g lead tetraacetate are added in portions (each of 100 g) at intervals of 24 hours while stirring. Afterwards the yellow solution whi...